This data is from the Open Reaction Database (ORD), a public repository of structured organic reaction records. The task is: describe an organic reaction: reactants, conditions, products, and yield Reactants: OCC=1C=C(C(=O)OC)C=C(C1)N(S(=O)(=O)C)C (methyl 3-(hydroxymethyl)-5-[methyl(methylsulfonyl)amino]benzoate), Example 21. The reagents and catalysts are [O-2].[O-2].[Mn+4] (manganese dioxide). Solvent: C(C)(=O)OCC (ethyl acetate). Run at temperature 70 celsius, time 2.5 hour. Product: C(=O)C=1C=C(C(=O)OC)C=C(C1)N(S(=O)(=O)C)C (Methyl 3-formyl-5-[methyl(methylsulfonyl)amino]benzoate). Isolated yield 78.0%. Reaction SMILES: [OH:1][CH2:2][C:3]1[CH:4]=[C:5]([CH:10]=[C:11]([N:13]([CH3:18])[S:14]([CH3:17])(=[O:16])=[O:15])[CH:12]=1)[C:6]([O:8][CH3:9])=[O:7]>[O-2].[O-2].[Mn+4].C(OCC)(=O)C>[CH:2]([C:3]1[CH:4]=[C:5]([CH:10]=[C:11]([N:13]([CH3:18])[S:14]([CH3:17])(=[O:15])=[O:16])[CH:12]=1)[C:6]([O:8][CH3:9])=[O:7])=[O:1] |f:1.2.3|. Procedure: A mixture of methyl 3-(hydroxymethyl)-5-[methyl(methylsulfonyl)amino]benzoate obtained in Reference Example 21 1.10 g (4.0 mmol), manganese dioxide 3.38 g (39 mmol) and ethyl acetate (40 mL) was stirred at 70° C. for 2.5 hours. The mixture was filtered on Celite to remove the precipitates, and the solvent was concentrated to give 0.847 g (3.1 mmol) of the title compound (yield: 78%). Reactants: OC=1C=C2CCCC(C2=CC1)=O (6-hydroxy-1-tetralone), C([O-])([O-])=O.[K+].[K+] (potassium carbonate), BrCC(=O)OC (methyl bromoacetate). The solvent is CC(=O)C (acetone). Conditions: time 18 hour. Product: C1(CCCC2=CC(=CC=C12)OCC(=O)OC)=O (methyl tetralone-6-oxyacetate). RXN SMILES: [OH:1][C:2]1[CH:3]=[C:4]2[C:9](=[CH:10][CH:11]=1)[C:8](=[O:12])[CH2:7][CH2:6][CH2:5]2.C(=O)([O-])[O-].[K+].[K+].Br[CH2:20][C:21]([O:23][CH3:24])=[O:22]>CC(C)=O>[C:8]1(=[O:12])[C:9]2[C:4](=[CH:3][C:2]([O:1][CH2:20][C:21]([O:23][CH3:24])=[O:22])=[CH:11][CH:10]=2)[CH2:5][CH2:6][CH2:7]1 |f:1.2.3|. Reported procedure: To a solution of 6-hydroxy-1-tetralone (2.62 g) in acetone (50 ml) was added anhydrous potassium carbonate (2.23 g) followed by methyl bromoacetate (1.52 ml) and the resulting mixture was stirred for 18 hours. The mixture was filtered and the solvent was evaporated to give a yellow solid. Recrystallisation from ethyl acetate gave methyl tetralone-6-oxyacetate (2.28 g): NMR (d6DMSO) δ1.95-2.05(m,2H), 2.45-2.55(m,2H), 2.9(t,2H), 3.7(s,3H), 4.9(s,2H), 6.85-6.9(m,2H), 7.8(d, 1H); m/e 235(M+H)+.